This data is from the Open Reaction Database (ORD), a public repository of structured organic reaction records. The task is: describe an organic reaction: reactants, conditions, products, and yield Reactants: CCOC(=O)C(CCOC)CC(=O)c1ccc(Br)cc1, Cc1ccccc1, Cl[Pd]Cl, O=[N+]([O-])c1ccc(B(O)O)cc1, [Na+], [Na+], O=C([O-])[O-], C1COCCO1. The product is CCOC(=O)C(CCOC)CC(=O)c1ccc(-c2ccc([N+](=O)[O-])cc2)cc1. RXN SMILES: [Br:1][c:2]1[cH:3][cH:4][c:5]([C:8]([CH2:9][CH:10]([C:11](=[O:12])[O:13][CH2:14][CH3:15])[CH2:16][CH2:17][O:18][CH3:19])=[O:20])[cH:6][cH:7]1.[CH3:39][c:40]1[cH:41][cH:42][cH:43][cH:44][cH:45]1.[Cl:52][Pd:53][Cl:54].[N+:21](=[O:22])([O-:23])[c:24]1[cH:25][cH:26][c:27]([B:30]([OH:31])[OH:32])[cH:28][cH:29]1.[Na+:33].[Na+:34].[O-:35][C:36](=[O:37])[O-:38].[O:46]1[CH2:47][CH2:48][O:49][CH2:50][CH2:51]1>>[c:2]1(-[c:27]2[cH:26][cH:25][c:24]([N+:21](=[O:22])[O-:23])[cH:29][cH:28]2)[cH:3][cH:4][c:5]([C:8]([CH2:9][CH:10]([C:11](=[O:12])[O:13][CH2:14][CH3:15])[CH2:16][CH2:17][O:18][CH3:19])=[O:20])[cH:6][cH:7]1. The reactants are C(C)[Mg]Br (ethylmagnesium bromide), OCC=1C=C(C=CC1CO)CCCC1=CC(=C(OCC(=O)OCC)C=C1)CC (ethyl {4-[3-(3,4-bis-hydroxymethyl-phenyl)-propyl]-2-ethyl-phenoxy}-acetate), C1CCOC1 (THF), [Cl-].[NH4+] (ammonium chloride). Run at time 30 minute. Product: C(C)C=1C=C(C=CC1OCC(CC)(O)CC)CCCC1=CC(=C(C=C1)CO)CO ((4-{3-[3-Ethyl-4-(2-ethyl-2-hydroxybutoxy)-phenyl]propyl]-2-hydroxymethyl-phenyl)-methanol). RXN SMILES: [OH:1][CH2:2][C:3]1[CH:4]=[C:5]([CH2:11][CH2:12][CH2:13][C:14]2[CH:26]=[CH:25][C:17]([O:18][CH2:19][C:20](OCC)=[O:21])=[C:16]([CH2:27][CH3:28])[CH:15]=2)[CH:6]=[CH:7][C:8]=1[CH2:9][OH:10].[CH2:29]([Mg]Br)[CH3:30].[Cl-].[NH4+].[CH2:35]1COC[CH2:36]1>>[CH2:27]([C:16]1[CH:15]=[C:14]([CH2:13][CH2:12][CH2:11][C:5]2[CH:6]=[CH:7][C:8]([CH2:9][OH:10])=[C:3]([CH2:2][OH:1])[CH:4]=2)[CH:26]=[CH:25][C:17]=1[O:18][CH2:19][C:20]([CH2:29][CH3:30])([OH:21])[CH2:35][CH3:36])[CH3:28] |f:2.3|. Procedure details: 640 mg (1.65 mmol) of ethyl {4-[3-(3,4-bis-hydroxymethyl-phenyl)-propyl]-2-ethyl-phenoxy}-acetate are dissolved in 30 ml of THF. 2.2 ml (6.6 mmol) of a 3M ethylmagnesium bromide solution are added dropwise. The reaction medium is stirred for 30 minutes, and is then treated with a saturated ammonium chloride solution. The residue obtained after extraction and concentration is purified by chromatography on a silica column. A colorless oil is obtained (m=510 mg, y=77%).